Dataset: the Open Reaction Database (ORD), a public repository of structured organic reaction records. Task: describe an organic reaction: reactants, conditions, products, and yield Starting materials: C(C)OC(=O)C1=CN=C(C2=CC(=C(C=C12)OC)OC)CNC(=O)OC(C)(C)C (1-(tert-butoxycarbonylamino-methyl)-6,7-dimethoxy-isoquinoline-4-carboxylic acid ethyl ester), [Li+].[OH-] (LiOH). Product: C(C)(C)(C)OC(=O)NCC1=NC=C(C2=CC(=C(C=C12)OC)OC)C(=O)O (1-(tert-Butoxycarbonylamino-methyl)-6,7-dimethoxy-isoquinoline-4-carboxylic acid). RXN SMILES: C([O:3][C:4]([C:6]1[C:15]2[C:10](=[CH:11][C:12]([O:18][CH3:19])=[C:13]([O:16][CH3:17])[CH:14]=2)[C:9]([CH2:20][NH:21][C:22]([O:24][C:25]([CH3:28])([CH3:27])[CH3:26])=[O:23])=[N:8][CH:7]=1)=[O:5])C.[Li+].[OH-]>>[C:25]([O:24][C:22]([NH:21][CH2:20][C:9]1[C:10]2[C:15](=[CH:14][C:13]([O:16][CH3:17])=[C:12]([O:18][CH3:19])[CH:11]=2)[C:6]([C:4]([OH:5])=[O:3])=[CH:7][N:8]=1)=[O:23])([CH3:28])([CH3:26])[CH3:27] |f:1.2|. Reported procedure: A sample of 1-(tert-butoxycarbonylamino-methyl)-6,7-dimethoxy-isoquinoline-4-carboxylic acid ethyl ester was hydrolyzed with 2 eq of LiOH as described in Example 1D to give 1-(tert-Butoxycarbonylamino-methyl)-6,7-dimethoxy-isoquinoline-4-carboxylic acid: 1H NMR (DMSO-d6) δ 1.37 (s, 9H), 3.90 (s, 3H), 3.93 (s, 3H), 4.74 (d, 2H), 7.33-7.36 (m, 1H), 7.61 (s, 1H), 8.37 (s, 1H), 8.82 (s, 1H). Reactants: BrC1=C(C(=O)O)C=CC=C1[N+](=O)[O-] (2-bromo-3-nitrobenzoic acid), C1(CC1)N (cyclopropylamine), C(C)N(C(C)C)C(C)C (N-ethyl-N-isopropyl-propan-2-amine), (1H-benzo[d][1,2,3]triazol-1-yloxy)-tripyrrolidin-1-ylphosphonium hexafluorophosphate(V), crude mixture, C1(CC1)N (cyclopropylamine). The solvent is CCOC(=O)C (EtOAc), CN(C)C=O (DMF), CCOC(=O)C (EtOAc), C1CCOC1 (THF). Conditions: time 24 hour. Yields the product C1(CC1)NC(C1=C(C(=CC=C1)[N+](=O)[O-])NC1CC1)=O (N-cyclopropyl-2-(cyclopropylamino)-3-nitrobenzamide). As a reaction SMILES: Br[C:2]1[C:10]([N+:11]([O-:13])=[O:12])=[CH:9][CH:8]=[CH:7][C:3]=1[C:4]([OH:6])=O.[CH:14]1([NH2:17])[CH2:16][CH2:15]1.C([N:20]([CH:24]([CH3:26])[CH3:25])C(C)C)C>CN(C=O)C.CCOC(C)=O.C1COCC1>[CH:14]1([NH:17][C:4](=[O:6])[C:3]2[CH:7]=[CH:8][CH:9]=[C:10]([N+:11]([O-:13])=[O:12])[C:2]=2[NH:20][CH:24]2[CH2:26][CH2:25]2)[CH2:16][CH2:15]1. Procedure details: To a solution of 2-bromo-3-nitrobenzoic acid (500 mg, 2.03 mmol) in DMF (3 mL) was added cyclopropylamine (0.14 mL, 2.03 mmol), N-ethyl-N-isopropyl-propan-2-amine (0.34 mL, 2.03 mmol) and (1H-benzo[d][1,2,3]triazol-1-yloxy)-tripyrrolidin-1-ylphosphonium hexafluorophosphate(V) (1.27 g, 2.44 mmol). The resulting mixture was stirred at rt for 24 h. The reaction mixture was diluted with EtOAc, washed with water, brine, dried over magnesium sulfate, and concentrated in vacuo. The residue was subjecte... The reactants are C(C1=CC=CC=C1)OC=1C=CC2=C(SC(=C2CC2=CC=C(C=C2)OCCN2CCCC2)C2=CC=C(C=C2)OCCCC#N)C1 (6-benzyloxy-3-[4-[2-(1-pyrrolidinyl)ethoxy]benzyl]-2-[4-(3-cyanopropyloxy)phenyl]benzo[b]thiophene), [NH4+].[OH-] (NH4OH). Solvent: C(Cl)(Cl)Cl (CHCl3). Yields the product OC=1C=CC2=C(SC(=C2CC2=CC=C(C=C2)OCCN2CCCC2)C2=CC=C(C=C2)OCCCC#N)C1 (6-Hydroxy-3-[4-[2-(1-pyrrolidinyl)ethoxy]benzyl]-2-[4-(3-cyanopropyloxy)phenyl]benzo[b]thiophene). The yield is 71.0%. Reaction SMILES: C([O:8][C:9]1[CH:10]=[CH:11][C:12]2[C:16]([CH2:17][C:18]3[CH:23]=[CH:22][C:21]([O:24][CH2:25][CH2:26][N:27]4[CH2:31][CH2:30][CH2:29][CH2:28]4)=[CH:20][CH:19]=3)=[C:15]([C:32]3[CH:37]=[CH:36][C:35]([O:38][CH2:39][CH2:40][CH2:41][C:42]#[N:43])=[CH:34][CH:33]=3)[S:14][C:13]=2[CH:44]=1)C1C=CC=CC=1.[NH4+].[OH-]>C(Cl)(Cl)Cl>[OH:8][C:9]1[CH:10]=[CH:11][C:12]2[C:16]([CH2:17][C:18]3[CH:19]=[CH:20][C:21]([O:24][CH2:25][CH2:26][N:27]4[CH2:31][CH2:30][CH2:29][CH2:28]4)=[CH:22][CH:23]=3)=[C:15]([C:32]3[CH:33]=[CH:34][C:35]([O:38][CH2:39][CH2:40][CH2:41][C:42]#[N:43])=[CH:36][CH:37]=3)[S:14][C:13]=2[CH:44]=1 |f:1.2|. Procedure: By essentially following the proceedure described in Example 8, Part F, the title compound was prepared as an oil starting from 6-benzyloxy-3-[4-[2-(1-pyrrolidinyl)ethoxy]benzyl]-2-[4-(3-cyanopropyloxy)phenyl]benzo[b]thiophene (Part E) in 71% yield following radial chromatography (SiO2; 1.0% in CHCl3 sat'd with NH4OH). Reactants: COC(C1=NC(=NC=C1)N)OC (2-aminopyrimidine-4-carboxaldehyde dimethylacetal), Cl (HCl), C(=O)(O)[O-].[Na+] (NaHCO3). The solvent is CCOC(=O)C (EtOAc). The product is NC1=NC=CC(=N1)C=O (2-aminopyrimidine-4-carboxaldehyde). The yield is 37.3%. RXN SMILES: C[O:2][CH:3](OC)[C:4]1[CH:9]=[CH:8][N:7]=[C:6]([NH2:10])[N:5]=1.Cl.C([O-])(O)=O.[Na+]>CCOC(C)=O>[NH2:10][C:6]1[N:5]=[C:4]([CH:3]=[O:2])[CH:9]=[CH:8][N:7]=1 |f:2.3|. Procedure: A solution of 2.5 g (15 mmol, 1.0 eq.) of 2-aminopyrimidine-4-carboxaldehyde dimethylacetal (I-8) in 16 mL (48 mmol, 3.2 eq.) of 3M HCl was heated at 48° C. for 14 h. The mixture was allowed to cool to room temperature and diluted with 50 mL of EtOAc. The aqueous layer was neutralized with NaHCO3 and then extracted with EtOAc (5×50 mL). The combined organic extracts were dried (Na2SO4) and the solvent removed in vacuo to provide 0.69 g (5.6 mmol, 37%) of 2-aminopyrimidine-4-carboxaldehyde (I-9) ... Yields the product CCCCNC(=O)ONC(=O)Cc1ccc2c(C(=O)OCC)c(N)c(C(=O)OCC)c-2cc1. As a reaction SMILES: [CH3:27][CH2:28][CH2:29][CH2:30][N:31]=[C:32]=[O:33].[NH2:1][c:2]1[c:3]([C:22](=[O:23])[O:24][CH2:25][CH3:26])[c:4]2[cH:5][cH:6][c:7]([CH2:17][C:18]([NH:19][OH:20])=[O:21])[cH:8][cH:9][c:10]-2[c:11]1[C:12](=[O:13])[O:14][CH2:15][CH3:16]>>[NH2:1][c:2]1[c:3]([C:22](=[O:23])[O:24][CH2:25][CH3:26])[c:4]2[cH:5][cH:6][c:7]([CH2:17][C:18]([NH:19][O:20][C:32]([NH:31][CH2:30][CH2:29][CH2:28][CH3:27])=[O:33])=[O:21])[cH:8][cH:9][c:10]-2[c:11]1[C:12](=[O:13])[O:14][CH2:15][CH3:16]. Reactants: CCCCN=C=O, CCOC(=O)c1c2ccc(CC(=O)NO)ccc-2c(C(=O)OCC)c1N.